From a dataset of the Open Reaction Database (ORD), a public repository of structured organic reaction records. describe an organic reaction: reactants, conditions, products, and yield The reactants are CC1=C(C(=O)C=CO1)O (maltol), C(CCC)OCCCN (3-butoxypropylamine), C (charcoal). Run in O (water). Run at time 0.5 hour. The product is C(CCC)OCCCN1C(=C(C(C=C1)=O)O)C (1-(3-Butoxypropyl)-3-hydroxy-2-methylpyrid-4-one). Reaction SMILES: [CH3:1][C:2]1O[CH:7]=[CH:6][C:4](=[O:5])[C:3]=1[OH:9].[CH2:10]([O:14][CH2:15][CH2:16][CH2:17][NH2:18])[CH2:11][CH2:12][CH3:13].C>O>[CH2:10]([O:14][CH2:15][CH2:16][CH2:17][N:18]1[CH:7]=[CH:6][C:4](=[O:5])[C:3]([OH:9])=[C:2]1[CH3:1])[CH2:11][CH2:12][CH3:13]. Procedure details: 1-(3-Butoxypropyl)-3-hydroxy-2-methylpyrid-4-one was prepared by dissolving 10.0 g maltol and 3 equivalents of 3-butoxypropylamine in 200 ml of water. The mixture was refluxed for 72 hours, decolorizing charcoal was added and the mixture was stirred for an additional 0.5 hours. The mixture was filtered through a coarse frit containing 0.5 inches of Celite, and the filtrate was concentrated in vacuo to remove the water and excess amine. The remaining oil was crystallized from ether, yielding crys... Reactants: NC1=CC=C(C=C1)CCC=1N=C(SC1)NC(C)=O (N-(4-[2-(4-Aminophenyl)ethyl]-1,3-thiazol-2-yl)acetamide), Cl.C(OCC)=N (ethyl imidoformate hydrochloride). The solvent is C1CCOC1 (THF). Run at temperature 0 celsius, time 2 hour. The product is N=CNC1=CC=C(C=C1)CCC=1N=C(SC1)NC(C)=O (N-[4-(2-{4-[(iminomethyl)amino]phenyl}ethyl)-1,3-thiazol-2-yl]acetamide). The yield is 66.5%. Reaction SMILES: [NH2:1][C:2]1[CH:7]=[CH:6][C:5]([CH2:8][CH2:9][C:10]2[N:11]=[C:12]([NH:15][C:16](=[O:18])[CH3:17])[S:13][CH:14]=2)=[CH:4][CH:3]=1.Cl.[CH:20](=[NH:24])OCC>C1COCC1>[NH:24]=[CH:20][NH:1][C:2]1[CH:7]=[CH:6][C:5]([CH2:8][CH2:9][C:10]2[N:11]=[C:12]([NH:15][C:16](=[O:18])[CH3:17])[S:13][CH:14]=2)=[CH:4][CH:3]=1 |f:1.2|. Procedure details: N-(4-[2-(4-Aminophenyl)ethyl]-1,3-thiazol-2-yl)acetamide (150 mg) was dissolved in THF (2 ml) and pH=7 buffer (2 ml). Then, ethyl imidoformate hydrochloride (1.26 g) was added to the solution at 0° C. The reaction mixture was stirred at 0° C. for 2 hours, and concentrated in vacuo. The residue was purified by flash column chromatography over silica gel with CH3CN/water (7:3) as an eluent. The oil was purified again by preparative silica gel chromatography with CHCl3/MeOH (5:1) as an eluent to gi... Starting materials: [N+](=O)([O-])C(C)C1OC(C2=CC=CC=C12)=O (1,3-dihydro-3-(1-nitroethyl)-isobenzofuran-1-one), S(=O)(=O)(OC)OC (dimethyl sulfate), C([O-])([O-])=O.[K+].[K+] (potassium carbonate). Solvent: CC(=O)C (acetone). Reaction conditions: temperature 25 celsius, time 18 hour. The product is COC(C1=C(C=CC=C1)C=C(C)[N+](=O)[O-])=O (2-(2-Nitro-1-propenyl)-benzoic Acid Methyl Ester). Reaction SMILES: [N+:1]([CH:4]([CH:6]1[C:14]2[C:9](=[CH:10][CH:11]=[CH:12][CH:13]=2)[C:8](=[O:15])[O:7]1)[CH3:5])([O-:3])=[O:2].S(OC)(O[CH3:20])(=O)=O.C(=O)([O-])[O-].[K+].[K+]>CC(C)=O>[CH3:20][O:7][C:8](=[O:15])[C:9]1[CH:10]=[CH:11][CH:12]=[CH:13][C:14]=1[CH:6]=[C:4]([N+:1]([O-:3])=[O:2])[CH3:5] |f:2.3.4|. Procedure: A mixture of 1,3-dihydro-3-(1-nitroethyl)-isobenzofuran-1-one [2.0 g, described by J. J. Stehle et al., J. Org. Chem., 10, 429 (1945)], dimethyl sulfate (1.6 ml) and potassium carbonate (2.4 g) in acetone (50 ml) is stirred at 25° C. for 18 hr under dry conditions. The mixture is filtered and the filtrate is evaporated. The residue is chromatographed on silica gel using benzene and the eluates are evaporated to give the title compound (1.672 g), nmr (CDCl3) δ2.25(s), 3.91(s), 7.40(s), 7.60(m), 8... Starting materials: B(Br)(Br)Br (BBr3), CC1=C(C=CC(=C1)C)N(S(=O)(=O)C1=CC(=CC=C1)OC)CC(C)C (N-(2,4-dimethylphenyl)-N-isobutyl-3-methoxybenzenesulfonamide), O (Water). Run in ClCCl (DCM), ClCCl (dichloromethane). Run at temperature -78 celsius, time 8 hour. Yields the product CC1=C(C=CC(=C1)C)N(S(=O)(=O)C1=CC(=CC=C1)O)CC(C)C (N-(2,4-dimethylphenyl)-3-hydroxy-N-isobutylbenzenesulfonamide). Reaction SMILES: [CH3:1][C:2]1[CH:7]=[C:6]([CH3:8])[CH:5]=[CH:4][C:3]=1[N:9]([CH2:21][CH:22]([CH3:24])[CH3:23])[S:10]([C:13]1[CH:18]=[CH:17][CH:16]=[C:15]([O:19]C)[CH:14]=1)(=[O:12])=[O:11].B(Br)(Br)Br.O>ClCCl>[CH3:1][C:2]1[CH:7]=[C:6]([CH3:8])[CH:5]=[CH:4][C:3]=1[N:9]([CH2:21][CH:22]([CH3:24])[CH3:23])[S:10]([C:13]1[CH:18]=[CH:17][CH:16]=[C:15]([OH:19])[CH:14]=1)(=[O:11])=[O:12]. Procedure: N-(2,4-dimethylphenyl)-N-isobutyl-3-methoxybenzenesulfonamide (431.4 mg, 1.242 mmol) was dissolved in dichloromethane (DCM) (10 mL) and cooled to −78° C. BBr3 in DCM (1M) (6.21 mL, 6.21 mmol) was added dropwise and the reaction put under nitrogen. The reaction was allowed to reach room temperature and left to stir overnight. Water (20 mL) was added dropwise into the reaction mixture, until no more fumes were released. The crude product was then extracted to the organic phase of an aqueous work u... RXN SMILES: [Br:10][c:11]1[cH:12][cH:13][c:14]([SH:17])[cH:15][cH:16]1.[CH3:18][CH2:19][OH:20].[Cl:1][CH2:2][CH2:3][N:4]([CH3:5])[CH3:6].[ClH:7].[Na+:9].[OH-:8]>>[CH2:2]([CH2:3][N:4]([CH3:5])[CH3:6])[S:17][c:14]1[cH:13][cH:12][c:11]([Br:10])[cH:16][cH:15]1. Product: CN(C)CCSc1ccc(Br)cc1. Starting materials: Sc1ccc(Br)cc1, CCO, CN(C)CCCl, Cl, [Na+], [OH-]. Reaction SMILES: [CH3:1][n:2]1[n:3][n:4][n:5][c:6]1-[c:7]1[cH:8][c:9]([CH2:10][CH2:11][O:12][CH2:13][CH2:14][C:15](=[O:16])[O:17][C:18]([CH3:19])([CH3:20])[CH3:21])[cH:22][cH:23][cH:24]1.[Cl:32][CH2:33][Cl:34].[F:25][C:26]([F:27])([F:28])[C:29]([OH:30])=[O:31]>>[CH3:1][n:2]1[n:3][n:4][n:5][c:6]1-[c:7]1[cH:8][c:9]([CH2:10][CH2:11][O:12][CH2:13][CH2:14][C:15](=[O:16])[OH:17])[cH:22][cH:23][cH:24]1. Yields the product Cn1nnnc1-c1cccc(CCOCCC(=O)O)c1. Starting materials: Cn1nnnc1-c1cccc(CCOCCC(=O)OC(C)(C)C)c1, ClCCl, O=C(O)C(F)(F)F. The reactants are ClCCCN1CC(OC2CCCCO2)C1, OCCc1ccc2sccc2c1. The product is c1cc2cc(CCOCCCN3CC(OC4CCCCO4)C3)ccc2s1. As a reaction SMILES: [Cl:13][CH2:14][CH2:15][CH2:16][N:17]1[CH2:18][CH:19]([O:21][CH:22]2[O:23][CH2:24][CH2:25][CH2:26][CH2:27]2)[CH2:20]1.[s:1]1[cH:2][cH:3][c:4]2[c:5]1[cH:6][cH:7][c:8]([CH2:10][CH2:11][OH:12])[cH:9]2>>[s:1]1[cH:2][cH:3][c:4]2[c:5]1[cH:6][cH:7][c:8]([CH2:10][CH2:11][O:12][CH2:14][CH2:15][CH2:16][N:17]1[CH2:18][CH:19]([O:21][CH:22]3[O:23][CH2:24][CH2:25][CH2:26][CH2:27]3)[CH2:20]1)[cH:9]2. Reactants: CNC(=O)C=1N(C(=CC(C1OCC1=CC=CC=C1)=O)C(N)S(=O)(=O)C1=CC=CC=C1)C (6-(benzene sulfonyl amino-methyl)-3-benzyloxy-1-methyl-4-oxo-1,4-dihydro-pyridine-2-carboxylic acid methyl amide), C1(=CC=CC=C1)S(=O)(=O)C(C1=CC(C(=C(N1C)C(=O)O)O)=O)N (6-(benzene sulfonyl amino-methyl)-3-hydroxy-1-methyl-4-oxo-1,4-dihydro-pyridine-2-carboxylic acid). Yields the product CNC(=O)C=1N(C(=CC(C1O)=O)C(N)S(=O)(=O)C1=CC=CC=C1)C (6-(Benzene sulfonyl amino-methyl)-3-hydroxy-1-methyl-4-oxo-1,4-dihydro-pyridine-2-carboxylic acid methyl amide). Isolated yield 33.3%. As a reaction SMILES: [CH3:1][NH:2][C:3]([C:5]1[N:6]([CH3:31])[C:7]([CH:20]([S:22]([C:25]2[CH:30]=[CH:29][CH:28]=[CH:27][CH:26]=2)(=[O:24])=[O:23])[NH2:21])=[CH:8][C:9](=[O:19])[C:10]=1[O:11]CC1C=CC=CC=1)=[O:4].C1(S(C(N)C2N(C)C(C(O)=O)=C(O)C(=O)C=2)(=O)=O)C=CC=CC=1>>[CH3:1][NH:2][C:3]([C:5]1[N:6]([CH3:31])[C:7]([CH:20]([S:22]([C:25]2[CH:30]=[CH:29][CH:28]=[CH:27][CH:26]=2)(=[O:23])=[O:24])[NH2:21])=[CH:8][C:9](=[O:19])[C:10]=1[OH:11])=[O:4]. Procedure details: 6-(Benzene sulfonyl amino-methyl)-3-hydroxy-1-methyl-4-oxo-1,4-dihydro-pyridine-2-carboxylic acid methyl amide (16-01) (45.0 mg, 33.22%, purified by Prep-HPLC) was synthesized as an off white solid from 6-(benzene sulfonyl amino-methyl)-3-benzyloxy-1-methyl-4-oxo-1,4-dihydro-pyridine-2-carboxylic acid methyl amide (15-01) (170.0 mg, 0.385 mmol) following the procedure described for 6-(benzene sulfonyl amino-methyl)-3-hydroxy-1-methyl-4-oxo-1,4-dihydro-pyridine-2-carboxylic acid (14-01). The reactants are cyclopropylmethoxyethoxy, C1(CC1)COCCOC1=CC(=C(C=C1)O)C (4-(2-(cyclopropylmethoxy)ethoxy)-2-methylphenol), N1CCCCC1 (piperidine), C1(CC1)CBr (cyclopropylmethyl bromide), O1CCCC1 (tetrahydrofuran). The reagents and catalysts are [Pd] (Pd on activated charcoal). Product: CC1=C(C=CC(=C1)OCCOCC1CC1)OCC1CO1 (2-methyl-1-(2,3-epoxypropoxy)-4-(2-(cyclopropylmethoxy)ethoxy)benzene). RXN SMILES: C1(CBr)CC1.[CH:6]1([CH2:9][O:10][CH2:11][CH2:12][O:13][C:14]2[CH:19]=[CH:18][C:17]([OH:20])=[C:16]([CH3:21])[CH:15]=2)[CH2:8][CH2:7]1.N1CCCCC1.[O:28]1[CH2:32]C[CH2:30][CH2:29]1>[Pd]>[CH3:21][C:16]1[CH:15]=[C:14]([O:13][CH2:12][CH2:11][O:10][CH2:9][CH:6]2[CH2:8][CH2:7]2)[CH:19]=[CH:18][C:17]=1[O:20][CH2:30][CH:29]1[O:28][CH2:32]1. Procedure details: The epoxide starting material is obtained from reaction of 4-hydroxy-3-methylphenyl benzoate with benzyl bromide to give 4-benzyloxy-3-methylphenyl benzoate (M.P. 120°-121° from methanol/ether), followed by de-esterification with 2M NaOH solution to give 4-benzyloxy-3-methylphenol (M.P. 69°-70° from ether/hexane) and reaction with 2-bromoethanol (light brown oil) to form an alcohol which is reacted with cyclopropylmethyl bromide in tetrahydrofuran. Debenzylation of the cyclopropylmethoxyethoxy d... Starting materials: CCOC(=O)C=Cc1ccc(N(C(=O)OC(C)(C)C)C2CCNC2)nc1, CC(=O)O[BH-](OC(C)=O)OC(C)=O, COc1ccc(C=O)cc1, ClCCl, [Na+]. The product is CCOC(=O)C=Cc1ccc(N(C(=O)OC(C)(C)C)C2CCN(Cc3ccc(OC)cc3)C2)nc1. As a reaction SMILES: [C:1]([CH3:2])([CH3:3])([CH3:4])[O:5][C:6](=[O:7])[N:8]([c:9]1[cH:10][cH:11][c:12]([CH:15]=[CH:16][C:17](=[O:18])[O:19][CH2:20][CH3:21])[cH:13][n:14]1)[CH:22]1[CH2:23][NH:24][CH2:25][CH2:26]1.[C:37]([O:38][BH-:39]([O:40][C:41](=[O:42])[CH3:43])[O:44][C:45](=[O:46])[CH3:47])(=[O:48])[CH3:49].[CH3:27][O:28][c:29]1[cH:30][cH:31][c:32]([CH:33]=[O:34])[cH:35][cH:36]1.[Cl:51][CH2:52][Cl:53].[Na+:50]>>[C:1]([CH3:2])([CH3:3])([CH3:4])[O:5][C:6](=[O:7])[N:8]([c:9]1[cH:10][cH:11][c:12]([CH:15]=[CH:16][C:17](=[O:18])[O:19][CH2:20][CH3:21])[cH:13][n:14]1)[CH:22]1[CH2:23][N:24]([CH2:33][c:32]2[cH:31][cH:30][c:29]([O:28][CH3:27])[cH:36][cH:35]2)[CH2:25][CH2:26]1.